From a dataset of the Open Reaction Database (ORD), a public repository of structured organic reaction records. describe an organic reaction: reactants, conditions, products, and yield Product: CCCCCC1CC(C(=O)NC(C(C)C)C2OC(CCC)C(O)C(O)C2O)N(CCO)C1. Reactants: C1CO1, CO, CCOCC, CCCCCC1CNC(C(=O)NC(C(C)C)C2OC(CCC)C(O)C(O)C2O)C1. Reaction SMILES: [CH2:1]1[CH2:2][O:3]1.[CH3:33][OH:34].[CH3:35][CH2:36][O:37][CH2:38][CH3:39].[CH3:4][CH:5]([CH:6]([CH:7]1[O:8][CH:9]([CH2:16][CH2:17][CH3:18])[CH:10]([OH:15])[CH:11]([OH:14])[CH:12]1[OH:13])[NH:19][C:20](=[O:21])[CH:22]1[NH:23][CH2:24][CH:25]([CH2:27][CH2:28][CH2:29][CH2:30][CH3:31])[CH2:26]1)[CH3:32]>>[CH2:1]([CH2:2][OH:3])[N:23]1[CH:22]([C:20]([NH:19][CH:6]([CH:5]([CH3:4])[CH3:32])[CH:7]2[O:8][CH:9]([CH2:16][CH2:17][CH3:18])[CH:10]([OH:15])[CH:11]([OH:14])[CH:12]2[OH:13])=[O:21])[CH2:26][CH:25]([CH2:27][CH2:28][CH2:29][CH2:30][CH3:31])[CH2:24]1.